Dataset: the Open Reaction Database (ORD), a public repository of structured organic reaction records. Task: describe an organic reaction: reactants, conditions, products, and yield Reactants: OC1=C(C=NN1C1=NC=C(C(=O)O)C=C1)C1=CC(=NC=C1)OC (6-(5-hydroxy-4-(2-methoxypyridin-4-yl)-1H-pyrazol-1-yl)nicotinic acid), Cl.COCC1(CC1)N (1-(methoxymethyl)cyclopropanamine hydrochloride). Product: OC1=C(C=NN1C1=NC=C(C(=O)NC2(CC2)COC)C=C1)C1=CC(=NC=C1)OC (6-(5-hydroxy-4-(2-methoxypyridin-4-yl)-1H-pyrazol-1-yl)-N-(1-(methoxymethyl)cyclopropyl)nicotinamide). RXN SMILES: [OH:1][C:2]1[N:6]([C:7]2[CH:15]=[CH:14][C:10]([C:11]([OH:13])=O)=[CH:9][N:8]=2)[N:5]=[CH:4][C:3]=1[C:16]1[CH:21]=[CH:20][N:19]=[C:18]([O:22][CH3:23])[CH:17]=1.Cl.[CH3:25][O:26][CH2:27][C:28]1([NH2:31])[CH2:30][CH2:29]1>>[OH:1][C:2]1[N:6]([C:7]2[CH:15]=[CH:14][C:10]([C:11]([NH:31][C:28]3([CH2:27][O:26][CH3:25])[CH2:30][CH2:29]3)=[O:13])=[CH:9][N:8]=2)[N:5]=[CH:4][C:3]=1[C:16]1[CH:21]=[CH:20][N:19]=[C:18]([O:22][CH3:23])[CH:17]=1 |f:1.2|. Procedure details: The title compound was prepared in a manner similar to Example 198 using 6-(5-hydroxy-4-(2-methoxypyridin-4-yl)-1H-pyrazol-1-yl)nicotinic acid and 1-(methoxymethyl)cyclopropanamine hydrochloride. 1H NMR (400 MHz, DMSO-d6) δ ppm 0.80 (s, 4H) 3.28 (s, 3H) 3.48 (s, 2H) 3.90 (s, 3H) 7.49 (br. s., 1H) 7.57 (d, J=5.3 Hz, 1H) 8.08 (d, J=5.6 Hz, 1H) 8.35-8.50 (m, 2H) 8.68 (br. s., 1H) 8.90 (t, J=1.4 Hz, 1H) 8.98 (s, 1H). MS m/z 396 [M+H]+. Reactants: FC1=CC=C(C=C1)C1=CC=C(C=C1)CN1CC2=CC=C(C=C2CC1)OCC=O (α-[2-(4'-fluoro-4-biphenylylmethyl)-1,2,3,4-tetrahydroisoquinolin-6-yloxy]-acetaldehyde), Cl.NO (hydroxylamine hydrochloride), CCO (EtOH). The solvent is N1=CC=CC=C1 (pyridine). Run at time 8 hour. Yields the product FC1=CC=C(C=C1)C1=CC=C(C=C1)CN1C(C2=CC=C(C=C2CC1)OCC=NO)=O (α-[2-(4'-fluoro-4-biphenylylmethyl)-1-oxo-1,2,3,4-tetrahydroisoquinolin-6-yloxy]-acetaldehyde oxime). Reaction SMILES: [F:1][C:2]1[CH:7]=[CH:6][C:5]([C:8]2[CH:13]=[CH:12][C:11]([CH2:14][N:15]3[CH2:24][CH2:23][C:22]4[C:17](=[CH:18][CH:19]=[C:20]([O:25][CH2:26][CH:27]=O)[CH:21]=4)[CH2:16]3)=[CH:10][CH:9]=2)=[CH:4][CH:3]=1.Cl.[NH2:30][OH:31].CC[OH:34]>N1C=CC=CC=1>[F:1][C:2]1[CH:3]=[CH:4][C:5]([C:8]2[CH:13]=[CH:12][C:11]([CH2:14][N:15]3[CH2:24][CH2:23][C:22]4[C:17](=[CH:18][CH:19]=[C:20]([O:25][CH2:26][CH:27]=[N:30][OH:31])[CH:21]=4)[C:16]3=[O:34])=[CH:10][CH:9]=2)=[CH:6][CH:7]=1 |f:1.2|. Reported procedure: To a solution of the above aldehyde (~23 mmol) in pyridine (20 ml) and EtOH (20 ml) is added hydroxylamine hydrochloride (3.2 g, 46 mmol). The reaction mixture is stirred overnight. The solvent is removed in vacuo and the residue dissolved in EtOAc (300 ml) and 2N HCl (300 ml). The EtOAc portion is washed with saturated NaHCO3 solution (300 ml), saturated NaCl solution (300 ml), dried over MgSO4, and concentrated in vacuo. The resulting material is purified by chromatography (silica gel 1:9 EtOA...